This data is from the Open Reaction Database (ORD), a public repository of structured organic reaction records. The task is: describe an organic reaction: reactants, conditions, products, and yield Starting materials: CCOC(=O)C(C)(C)c1ccc(-c2ccc(-c3onc(C)c3NC(=O)OC(C)c3ccccc3F)cc2)cc1, CO, Cl, [Li+], [OH-]. The product is Cc1noc(-c2ccc(-c3ccc(C(C)(C)C(=O)O)cc3)cc2)c1NC(=O)OC(C)c1ccccc1F. Reaction SMILES: [CH2:1]([CH3:2])[O:3][C:4]([C:5]([CH3:6])([CH3:7])[c:8]1[cH:9][cH:10][c:11](-[c:14]2[cH:15][cH:16][c:17](-[c:20]3[c:21]([NH:26][C:27](=[O:28])[O:29][CH:30]([CH3:31])[c:32]4[c:33]([F:38])[cH:34][cH:35][cH:36][cH:37]4)[c:22]([CH3:25])[n:23][o:24]3)[cH:18][cH:19]2)[cH:12][cH:13]1)=[O:39].[CH3:43][OH:44].[ClH:42].[Li+:40].[OH-:41]>>[O:3]=[C:4]([C:5]([CH3:6])([CH3:7])[c:8]1[cH:9][cH:10][c:11](-[c:14]2[cH:15][cH:16][c:17](-[c:20]3[c:21]([NH:26][C:27](=[O:28])[O:29][CH:30]([CH3:31])[c:32]4[c:33]([F:38])[cH:34][cH:35][cH:36][cH:37]4)[c:22]([CH3:25])[n:23][o:24]3)[cH:18][cH:19]2)[cH:12][cH:13]1)[OH:39]. The reactants are BrC1=CC=CC(=N1)C=1NC(C=C(C1)C1=CC=C(C=C1)OC)(C1=NC=CC=C1)Br (6,6'-dibromo-4'-(4-methoxyphenyl)-2,2':6',2"-terpyridine), 3, teflon, CN(C=O)C (dimethyl formamide), cuprous cyanide, [C-]#N.[Na+] (sodium cyanide). Yields the product C(#N)C1=CC=CC(=N1)C1=NC(=CC(=C1)C1=CC=C(C=C1)OC)C1=NC(=CC=C1)C#N (6,6"-dicyano-4'-(4-methoxyphenyl)-2,2':6',2"-terpyridine). As a reaction SMILES: Br[C:2]1[N:7]=[C:6]([C:8]2[NH:9][C:10](Br)([C:22]3[CH:27]=[CH:26][CH:25]=[CH:24][N:23]=3)[CH:11]=[C:12]([C:14]3[CH:19]=[CH:18][C:17]([O:20][CH3:21])=[CH:16][CH:15]=3)[CH:13]=2)[CH:5]=[CH:4][CH:3]=1.[C-:29]#[N:30].[Na+].C[N:33]([CH3:36])C=O>>[C:29]([C:24]1[N:23]=[C:22]([C:10]2[CH:11]=[C:12]([C:14]3[CH:19]=[CH:18][C:17]([O:20][CH3:21])=[CH:16][CH:15]=3)[CH:13]=[C:8]([C:6]3[CH:5]=[CH:4][CH:3]=[C:2]([C:36]#[N:33])[N:7]=3)[N:9]=2)[CH:27]=[CH:26][CH:25]=1)#[N:30] |f:1.2|. Procedure: To a solution of 6,6'-dibromo-4'-(4-methoxyphenyl)-2,2':6',2"-terpyridine from example 6 (30.0 g, 0.06 mole) in anhydrous dimethyl formamide (Aldrich HPLC grade, 240 mL) in a 500 mL 3 neck round bottom flask equipped with a condenser, nitrogen inlet adapter, and a mechanical stirrer (glass rod with teflon blade) was added cuprous cyanide (Aldrich, 21.5 g, 0.24 mole) and sodium cyanide (Aldrich, 11.8 g, 0.24 mole) under efficient stirring and nitrogen flow. The mixture was heated on an oil-bath e... Product: O(C1=CC=CC=C1)C1=CC=C(C=C1)S(=O)(=O)C1(CCNCC1)C(NOC1OCCCC1)=O (4-((4-Phenoxyphenyl)sulfonyl)-4-(((tetrahydro-2H-pyran-2-yl)oxy)carbamoyl)piperidine), product. Solvent: CO (Methanol). Reagents/catalysts: [Pd] (Palladium on Carbon). Reaction SMILES: [O:1]([C:8]1[CH:13]=[CH:12][C:11]([S:14]([C:17]2([C:33](=[O:42])[NH:34][O:35][CH:36]3[CH2:41][CH2:40][CH2:39][CH2:38][O:37]3)[CH2:22][CH2:21][N:20](C(OCC3C=CC=CC=3)=O)[CH2:19][CH2:18]2)(=[O:16])=[O:15])=[CH:10][CH:9]=1)[C:2]1[CH:7]=[CH:6][CH:5]=[CH:4][CH:3]=1>[Pd].CO>[O:1]([C:8]1[CH:9]=[CH:10][C:11]([S:14]([C:17]2([C:33](=[O:42])[NH:34][O:35][CH:36]3[CH2:41][CH2:40][CH2:39][CH2:38][O:37]3)[CH2:22][CH2:21][NH:20][CH2:19][CH2:18]2)(=[O:15])=[O:16])=[CH:12][CH:13]=1)[C:2]1[CH:3]=[CH:4][CH:5]=[CH:6][CH:7]=1. Starting materials: O(C1=CC=CC=C1)C1=CC=C(C=C1)S(=O)(=O)C1(CCN(CC1)C(=O)OCC1=CC=CC=C1)C(NOC1OCCCC1)=O (benzyl 4-((4-phenoxyphenyl)sulfonyl)-4-(((tetrahydro-2H-pyran-2-yl)oxy)carbamoyl)piperidine-1-carboxylate). Procedure: 4-((4-Phenoxyphenyl)sulfonyl)-4-(((tetrahydro-2H-pyran-2-yl)oxy)carbamoyl)piperidine was synthesized as shown in FIG. 13. A 200 ml RBF equipped with magnetic stir bar was charged with the 1.5 g of benzyl 4-((4-phenoxyphenyl)sulfonyl)-4-(((tetrahydro-2H-pyran-2-yl)oxy)carbamoyl)piperidine-1-carboxylate compound and 100 mg wet Degussa 5% Palladium on Carbon in 45 ml Methanol. The reaction mixture was purged with Argon for 5 minutes. Hydrogen was then bubbled over the solution for 1 hr. MS analysis... Starting materials: CI (methyl iodide), COC1=CC2=C(C=C1)NC1=C2C2=C(C=3C4=CC(=CC=C4NC13)OC)C(N(C2=O)C)=O (6,7,12,13-tetrahydro-3,9-dimethoxy-6-methyl-5,7-dioxo-5H-indolo[2,3-a]-pyrrolo[3,4-c]carbazole), [H-].[Na+] (sodium hydride). Run in CN(C=O)C (dimethylformamide), CN(C=O)C (dimethylformamide). Reaction conditions: temperature 20 celsius, time 1 hour. The product is COC1=CC2=C(C=C1)NC1=C2C2=C(C=3C4=CC(=CC=C4N(C13)C)OC)C(N(C2=O)C)=O (6,7,12,13-Tetrahydro-3,9-dimethoxy-6,12-dimethyl-5,7-dioxo-5H-indolo[2,3-a]-pyrrolo[3,4-c]carbazole). Reaction SMILES: [CH3:1][O:2][C:3]1[CH:8]=[CH:7][C:6]2[NH:9][C:10]3[C:22]4[NH:21][C:20]5[C:15](=[CH:16][C:17]([O:23][CH3:24])=[CH:18][CH:19]=5)[C:14]=4[C:13]4[C:25](=[O:30])[N:26]([CH3:29])[C:27](=[O:28])[C:12]=4[C:11]=3[C:5]=2[CH:4]=1.[H-].[Na+].[CH3:33]I>CN(C)C=O>[CH3:1][O:2][C:3]1[CH:8]=[CH:7][C:6]2[NH:9][C:10]3[C:22]4[N:21]([CH3:33])[C:20]5[C:15](=[CH:16][C:17]([O:23][CH3:24])=[CH:18][CH:19]=5)[C:14]=4[C:13]4[C:25](=[O:30])[N:26]([CH3:29])[C:27](=[O:28])[C:12]=4[C:11]=3[C:5]=2[CH:4]=1 |f:1.2|. Procedure: A solution of 1 g (2.5 mmol) 6,7,12,13-tetrahydro-3,9-dimethoxy-6-methyl-5,7-dioxo-5H-indolo[2,3-a]-pyrrolo[3,4-c]carbazole in 50 ml dry dimethylformamide is added dropwise at 20° C. to a suspension of 91 mg (3.0 mmol) sodium hydride (80% in paraffin oil) in 5 ml dimethylformamide under an atmosphere of argon. After stirring for 1 hour at 20° C., 0.2 ml (3.2 mmol) methyl iodide are added thereto and the reaction mixture is stirred for 16 hours at 20° C. It is then evaporated in a vacuum and the ...